This data is from the Open Reaction Database (ORD), a public repository of structured organic reaction records. The task is: describe an organic reaction: reactants, conditions, products, and yield The reactants are C(C)(C)(C)OC(CN1C(=NC2=C1C=CC(=C2)N(S(=O)(=O)C2=CC=C(C=C2)F)CC2=C(C(=CC=C2)Cl)Cl)CCC)=O ({5-[(2,3-Dichloro-benzyl)-(4-fluoro-benzenesulfonyl)-amino]-2-propyl-benzoimidazol-1-yl}-acetic acid tert-butyl ester), C(=O)(C(F)(F)F)O (TFA). Yields the product ClC1=C(CN(C2=CC3=C(N(C(=N3)CCC)CC(=O)O)C=C2)S(=O)(=O)C2=CC=C(C=C2)F)C=CC=C1Cl ({5-[(2,3-Dichloro-benzyl)-(4-fluoro-benzenesulfonyl)-amino]-2-propyl-benzoimidazol-1-yl}-acetic acid). Reaction SMILES: C([O:5][C:6](=[O:40])[CH2:7][N:8]1[C:12]2[CH:13]=[CH:14][C:15]([N:17]([CH2:28][C:29]3[CH:34]=[CH:33][CH:32]=[C:31]([Cl:35])[C:30]=3[Cl:36])[S:18]([C:21]3[CH:26]=[CH:25][C:24]([F:27])=[CH:23][CH:22]=3)(=[O:20])=[O:19])=[CH:16][C:11]=2[N:10]=[C:9]1[CH2:37][CH2:38][CH3:39])(C)(C)C.C(O)(C(F)(F)F)=O>>[Cl:36][C:30]1[C:31]([Cl:35])=[CH:32][CH:33]=[CH:34][C:29]=1[CH2:28][N:17]([S:18]([C:21]1[CH:22]=[CH:23][C:24]([F:27])=[CH:25][CH:26]=1)(=[O:19])=[O:20])[C:15]1[CH:14]=[CH:13][C:12]2[N:8]([CH2:7][C:6]([OH:40])=[O:5])[C:9]([CH2:37][CH2:38][CH3:39])=[N:10][C:11]=2[CH:16]=1. Procedure: {5-[(2,3-Dichloro-benzyl)-(4-fluoro-benzenesulfonyl)-amino]-2-propyl-benzoimidazol-1-yl}-acetic acid tert-butyl ester was treated with TFA (2 mL) for 2 hours, concentrated, and purified by preparative LCMS to give the title compound. 1H NMR (d6-DMSO) δ7.72 (m, 2H), 7.48 (m, 4H), 7.22 (m, 3H), 6.79 (dd, 1H), 4.99 (s, 2H), 4.51 (s, 2H), 2.67 (t, 2H), 1.72 (m, 2H), 0.94 (t, 3H). MS calculated for C25H22FCl2N3O4S—H: 548, observed: 548.